From a dataset of the Open Reaction Database (ORD), a public repository of structured organic reaction records. describe an organic reaction: reactants, conditions, products, and yield Reactants: Br, Cc1ccccc1, OC1CN(C(c2ccc(Cl)cc2)c2ccc(Cl)cc2)C1, CC(C)OC(=O)N=NC(=O)OC(C)C, c1ccc(P(c2ccccc2)c2ccccc2)cc1, CS(=O)(=O)Nc1ccc2ncccc2c1. The product is CS(=O)(=O)N(c1ccc2ncccc2c1)C1CN(C(c2ccc(Cl)cc2)c2ccc(Cl)cc2)C1. Reaction SMILES: [BrH:1].[CH3:70][c:71]1[cH:72][cH:73][cH:74][cH:75][cH:76]1.[Cl:2][c:3]1[cH:4][cH:5][c:6]([CH:9]([N:10]2[CH2:11][CH:12]([OH:14])[CH2:13]2)[c:15]2[cH:16][cH:17][c:18]([Cl:21])[cH:19][cH:20]2)[cH:7][cH:8]1.[O:37]=[C:38]([O:39][CH:40]([CH3:41])[CH3:42])[N:43]=[N:44][C:45]([O:46][CH:47]([CH3:48])[CH3:49])=[O:50].[c:51]1([P:52]([c:53]2[cH:54][cH:55][cH:56][cH:57][cH:58]2)[c:59]2[cH:60][cH:61][cH:62][cH:63][cH:64]2)[cH:65][cH:66][cH:67][cH:68][cH:69]1.[n:22]1[cH:23][cH:24][cH:25][c:26]2[cH:27][c:28]([NH:32][S:33](=[O:34])(=[O:35])[CH3:36])[cH:29][cH:30][c:31]12>>[Cl:2][c:3]1[cH:4][cH:5][c:6]([CH:9]([N:10]2[CH2:11][CH:12]([N:32]([c:28]3[cH:27][c:26]4[cH:25][cH:24][cH:23][n:22][c:31]4[cH:30][cH:29]3)[S:33](=[O:34])(=[O:35])[CH3:36])[CH2:13]2)[c:15]2[cH:16][cH:17][c:18]([Cl:21])[cH:19][cH:20]2)[cH:7][cH:8]1.